This data is from the Open Reaction Database (ORD), a public repository of structured organic reaction records. The task is: describe an organic reaction: reactants, conditions, products, and yield The reactants are Cl.C[Si](CCOCN1C=CC=2C1=NC=C(N2)NN)(C)C ([5-(2-trimethylsilanyl-ethoxymethyl)-5H-pyrrolo[2,3-b]pyrazin-2-yl]-hydrazine hydrochloride), C(C)(C)(C)OC(=O)N1C[C@H]([C@@H](CC1)C)C(=O)O (trans-(+/−)-4-methyl-piperidine-1,3-dicarboxylic acid 1-tert-butyl ester). Product: C(C)(C)(C)OC(=O)N1C[C@H]([C@@H](CC1)C)C(=O)NNC=1N=C2C(=NC1)N(C=C2)COCC[Si](C)(C)C ((+/−)-3-{N′-[5-(2-trimethylsilanyl-ethoxymethyl)-5H-pyrrolo[2,3-b]pyrazin-2-yl]-hydrazinocarbonyl}-trans-4-methyl-piperidine-1-carboxylic acid tert-butylester). Yield: 24.8%. Reaction SMILES: Cl.[CH3:2][Si:3]([CH3:20])([CH3:19])[CH2:4][CH2:5][O:6][CH2:7][N:8]1[C:12]2=[N:13][CH:14]=[C:15]([NH:17][NH2:18])[N:16]=[C:11]2[CH:10]=[CH:9]1.[C:21]([O:25][C:26]([N:28]1[CH2:33][CH2:32][C@@H:31]([CH3:34])[C@H:30]([C:35](O)=[O:36])[CH2:29]1)=[O:27])([CH3:24])([CH3:23])[CH3:22]>>[C:21]([O:25][C:26]([N:28]1[CH2:33][CH2:32][C@@H:31]([CH3:34])[C@H:30]([C:35]([NH:18][NH:17][C:15]2[N:16]=[C:11]3[CH:10]=[CH:9][N:8]([CH2:7][O:6][CH2:5][CH2:4][Si:3]([CH3:20])([CH3:19])[CH3:2])[C:12]3=[N:13][CH:14]=2)=[O:36])[CH2:29]1)=[O:27])([CH3:23])([CH3:24])[CH3:22] |f:0.1|. Procedure: A mixture of [5-(2-trimethylsilanyl-ethoxymethyl)-5H-pyrrolo[2,3-b]pyrazin-2-yl]-hydrazine hydrochloride (510 mg, 1.6 mmol, from example 15) and trans-(+/−)-4-methyl-piperidine-1,3-dicarboxylic acid 1-tert-butyl ester (480 mg, 1.9 mmol) were reacted under similar conditions to those described in example 16,to provide a crude product. Purification by preparative TLC, eluting with 55% ethyl acetate in hexanes afforded 200 mg of (+/−)-3-{N′-[5-(2-trimethylsilanyl-ethoxymethyl)-5H-pyrrolo[2,3-b]pyra...